From a dataset of the Open Reaction Database (ORD), a public repository of structured organic reaction records. describe an organic reaction: reactants, conditions, products, and yield Reactants: B, CSC, COc1cccc(CCC(=O)O)c1, CCOCC, [Na+], C1CCOC1, [OH-]. Product: COc1cccc(CCCO)c1. As a reaction SMILES: [BH3:17].[CH3:14][S:15][CH3:16].[CH3:1][O:2][c:3]1[cH:4][c:5]([CH2:9][CH2:10][C:11](=[O:12])[OH:13])[cH:6][cH:7][cH:8]1.[CH3:20][CH2:21][O:22][CH2:23][CH3:24].[Na+:19].[O:25]1[CH2:26][CH2:27][CH2:28][CH2:29]1.[OH-:18]>>[CH3:1][O:2][c:3]1[cH:4][c:5]([CH2:9][CH2:10][CH2:11][OH:12])[cH:6][cH:7][cH:8]1. Starting materials: [Br-], C1CCOC1, CON(C)C(=O)c1cn(Cc2cccc(Br)n2)c2ccccc2c1=O, Cc1cc([Mg+])ccc1F. The product is Cc1cc(C(=O)c2cn(Cc3cccc(Br)n3)c3ccccc3c2=O)ccc1F. Reaction SMILES: [Br-:26].[CH2:36]1[O:37][CH2:38][CH2:39][CH2:40]1.[CH3:1][O:2][N:3]([C:4](=[O:5])[c:6]1[cH:7][n:8]([CH2:17][c:18]2[n:19][c:20]([Br:24])[cH:21][cH:22][cH:23]2)[c:9]2[cH:10][cH:11][cH:12][cH:13][c:14]2[c:15]1=[O:16])[CH3:25].[F:27][c:28]1[c:29]([CH3:35])[cH:30][c:31]([Mg+:34])[cH:32][cH:33]1>>[C:4](=[O:5])([c:6]1[cH:7][n:8]([CH2:17][c:18]2[n:19][c:20]([Br:24])[cH:21][cH:22][cH:23]2)[c:9]2[cH:10][cH:11][cH:12][cH:13][c:14]2[c:15]1=[O:16])[c:31]1[cH:30][c:29]([CH3:35])[c:28]([F:27])[cH:33][cH:32]1. Starting materials: BrCc1ccccc1, O=C1NCCCCC1NC(c1ccccc1)(c1ccccc1)c1ccccc1, CC(C)(C)O, CCCC[N+](CCCC)(CCCC)CCCC, [I-], C1CCOC1, O. Yields the product O=C1C(NC(c2ccccc2)(c2ccccc2)c2ccccc2)CCCCN1Cc1ccccc1. As a reaction SMILES: [Br:29][CH2:30][c:31]1[cH:32][cH:33][cH:34][cH:35][cH:36]1.[C:1]([c:2]1[cH:3][cH:4][cH:5][cH:6][cH:7]1)([c:8]1[cH:9][cH:10][cH:11][cH:12][cH:13]1)([c:14]1[cH:15][cH:16][cH:17][cH:18][cH:19]1)[NH:20][CH:21]1[C:22](=[O:28])[NH:23][CH2:24][CH2:25][CH2:26][CH2:27]1.[C:37]([OH:38])([CH3:39])([CH3:40])[CH3:41].[CH2:49]([N+:50]([CH2:51][CH2:52][CH2:53][CH3:54])([CH2:55][CH2:56][CH2:57][CH3:58])[CH2:59][CH2:60][CH2:61][CH3:62])[CH2:63][CH2:64][CH3:65].[I-:48].[O:43]1[CH2:44][CH2:45][CH2:46][CH2:47]1.[OH2:42]>>[C:1]([c:2]1[cH:3][cH:4][cH:5][cH:6][cH:7]1)([c:8]1[cH:9][cH:10][cH:11][cH:12][cH:13]1)([c:14]1[cH:15][cH:16][cH:17][cH:18][cH:19]1)[NH:20][CH:21]1[C:22](=[O:28])[N:23]([CH2:30][c:31]2[cH:32][cH:33][cH:34][cH:35][cH:36]2)[CH2:24][CH2:25][CH2:26][CH2:27]1. Reactants: C(C)(C)(C)OC(=O)NCC(C[C@@H](C(=O)OC)NC(C1=CC=CC=C1)(C1=CC=CC=C1)C1=CC=CC=C1)CNC(=O)OC(C)(C)C (methyl (2S)-5-{[(tert-butoxy) carbonyl]amino}-4-({[(tert-butoxy)carbonyl]amino}methyl)-2-[(triphenylmethyl)amino]pentanoate), [OH-].[Na+] (NaOH), O (Water). Run in CO (methanol). Run at time 1 hour. The product is C(C)(C)(C)OC(=O)NCC(C[C@@H](C(=O)O)NC(C1=CC=CC=C1)(C1=CC=CC=C1)C1=CC=CC=C1)CNC(=O)OC(C)(C)C ((2S)-5-{[(tert-butoxy)carbonyl]amino}-4-({[(tert-butoxy)carbonyl]amino}methyl)-2-[(triphenylmethyl)amino]pentanoic acid). RXN SMILES: [C:1]([O:5][C:6]([NH:8][CH2:9][CH:10]([CH2:37][NH:38][C:39]([O:41][C:42]([CH3:45])([CH3:44])[CH3:43])=[O:40])[CH2:11][C@H:12]([NH:17][C:18]([C:31]1[CH:36]=[CH:35][CH:34]=[CH:33][CH:32]=1)([C:25]1[CH:30]=[CH:29][CH:28]=[CH:27][CH:26]=1)[C:19]1[CH:24]=[CH:23][CH:22]=[CH:21][CH:20]=1)[C:13]([O:15]C)=[O:14])=[O:7])([CH3:4])([CH3:3])[CH3:2].[OH-].[Na+].O>CO>[C:42]([O:41][C:39]([NH:38][CH2:37][CH:10]([CH2:9][NH:8][C:6]([O:5][C:1]([CH3:4])([CH3:3])[CH3:2])=[O:7])[CH2:11][C@H:12]([NH:17][C:18]([C:31]1[CH:32]=[CH:33][CH:34]=[CH:35][CH:36]=1)([C:19]1[CH:20]=[CH:21][CH:22]=[CH:23][CH:24]=1)[C:25]1[CH:26]=[CH:27][CH:28]=[CH:29][CH:30]=1)[C:13]([OH:15])=[O:14])=[O:40])([CH3:44])([CH3:45])[CH3:43] |f:1.2|. Procedure: To a solution of methyl (2S)-5-{[(tert-butoxy) carbonyl]amino}-4-({[(tert-butoxy)carbonyl]amino}methyl)-2-[(triphenylmethyl)amino]pentanoate CV (180 mg; 0.29 mmol) in methanol (15 mL) was added 4 M aq NaOH (3 mL). The mixture was stirred at r.t. for 1 h. Water (20 mL) was then added and the methanol was removed under reduce pressure. The aqueous solution was acidified with 2 M HCl to pH˜5-6 and extracted with DCM. The combined organic layers were dried over anhydrous MgSO4 and evaporated to obta...